This data is from the Open Reaction Database (ORD), a public repository of structured organic reaction records. The task is: describe an organic reaction: reactants, conditions, products, and yield Starting materials: Nc1cccc(Br)c1, COCCO, Clc1ncnc2sccc12. The product is Cl, Brc1cccc(Nc2ncnc3sccc23)c1. As a reaction SMILES: [Br:11][c:12]1[cH:13][c:14]([NH2:15])[cH:16][cH:17][cH:18]1.[CH3:19][O:20][CH2:21][CH2:22][OH:23].[Cl:1][c:2]1[c:3]2[c:4]([n:5][cH:6][n:7]1)[s:8][cH:9][cH:10]2>>[ClH:1].[c:2]1([NH:15][c:14]2[cH:13][c:12]([Br:11])[cH:18][cH:17][cH:16]2)[c:3]2[c:4]([n:5][cH:6][n:7]1)[s:8][cH:9][cH:10]2. Starting materials: O=C(O)C1CCN(C(=O)OCc2ccccc2)CC1, NCc1ccc(Br)cc1. The reagents and catalysts are CCN=C=NCCCN(C)C.Cl (EDC-HCl), CCN(C(C)C)C(C)C (DIPEA), Oc1cc(Cl)c(Cl)cc1Cl (2,4,5-Trichlorophenol). Run in CN(C)C=O (DMF), CN(C)C=O (DMF), CN(C)C=O (DMF), CN(C)C=O (DMF), CN(C)C=O (DMF), CN(C)C=O (DMF). Conditions: temperature 25 celsius, time 2 hour. Yields the product O=C(NCc1ccc(Br)cc1)C1CCN(C(=O)OCc2ccccc2)CC1. Yield: 13.2%. As a reaction SMILES: NCc1ccc(Br)cc1.O=C(O)C1CCN(C(=O)OCc2ccccc2)CC1.CCN=C=NCCCN(C)C.Cl.C1=C(C(=CC(=C1Cl)Cl)Cl)[O-].[Na+].CCN(C(C)C)C(C)C.CN(C)C=O>>O=C(NCc1ccc(Br)cc1)C1CCN(C(=O)OCc2ccccc2)CC1. Reactants: ClC=1C=C2C(=C(N(C2=CC1)C)CCCCCC)C(C[C@H](CC(=O)O)C)=O (5-(5-chloro-2-hexyl-1-methyl-1H-indol-3-yl)-3-(R)-methyl-5-oxopentanoic acid), C1(=CC=CC=C1)[C@@H](C)N ((R)-1-phenylethanamine), C1CCC(CC1)N=C=NC2CCCCC2 (DCC), C([O-])(O)=O.[Na+] (sodium bicarbonate). The reagents and catalysts are CN(C)C=1C=CN=CC1 (DMAP). Run in C(Cl)Cl (methylene chloride), C(Cl)Cl (methylene chloride). Conditions: time 30 minute. Yields the product ClC=1C=C2C(=C(N(C2=CC1)C)CCCCCC)C(C[C@H](CC(=O)NC(C)C1=CC=CC=C1)C)=O (5-(5-chloro-2-hexyl-1-methyl-1H-indol-3-yl)-3-(R)-methyl-5-oxo-N-(1-phenylethyl)pentanamide). As a reaction SMILES: [Cl:1][C:2]1[CH:3]=[C:4]2[C:8](=[CH:9][CH:10]=1)[N:7]([CH3:11])[C:6]([CH2:12][CH2:13][CH2:14][CH2:15][CH2:16][CH3:17])=[C:5]2[C:18](=[O:26])[CH2:19][C@@H:20]([CH3:25])[CH2:21][C:22](O)=[O:23].[C:27]1([C@H:33]([NH2:35])[CH3:34])[CH:32]=[CH:31][CH:30]=[CH:29][CH:28]=1.C1CCC(N=C=NC2CCCCC2)CC1.C(=O)(O)[O-].[Na+]>C(Cl)Cl.CN(C1C=CN=CC=1)C>[Cl:1][C:2]1[CH:3]=[C:4]2[C:8](=[CH:9][CH:10]=1)[N:7]([CH3:11])[C:6]([CH2:12][CH2:13][CH2:14][CH2:15][CH2:16][CH3:17])=[C:5]2[C:18](=[O:26])[CH2:19][C@@H:20]([CH3:25])[CH2:21][C:22]([NH:35][CH:33]([C:27]1[CH:32]=[CH:31][CH:30]=[CH:29][CH:28]=1)[CH3:34])=[O:23] |f:3.4|. Reported procedure: To the solution of 5-(5-chloro-2-hexyl-1-methyl-1H-indol-3-yl)-3-(R)-methyl-5-oxopentanoic acid in methylene chloride was added (R)-1-phenylethanamine followed by the addition of DCC and DMAP and was stirred for 30 minutes. The reaction mixture was treated with sodium bicarbonate and methylene chloride. The product was purified by column chromatography. The reactants are O=C([O-])[O-], O=C(OCc1ccccc1)N1CCCC1c1cn2cccc(Br)c2n1, COc1ccccc1B(O)O, [K+], [K+], [Pd], c1ccc(P(c2ccccc2)c2ccccc2)cc1, c1ccc(P(c2ccccc2)c2ccccc2)cc1, c1ccc(P(c2ccccc2)c2ccccc2)cc1, c1ccc(P(c2ccccc2)c2ccccc2)cc1. The product is COc1ccccc1-c1cccn2cc(C3CCCN3C(=O)OCc3ccccc3)nc12. Reaction SMILES: [C:37](=[O:38])([O-:39])[O-:40].[CH2:1]([c:2]1[cH:3][cH:4][cH:5][cH:6][cH:7]1)[O:8][C:9](=[O:10])[N:11]1[CH:12]([c:16]2[n:17][c:18]3[n:19]([cH:20][cH:21][cH:22][c:23]3[Br:24])[cH:25]2)[CH2:13][CH2:14][CH2:15]1.[CH3:26][O:27][c:28]1[c:29]([B:34]([OH:35])[OH:36])[cH:30][cH:31][cH:32][cH:33]1.[K+:41].[K+:42].[Pd:43].[c:101]1([P:102]([c:103]2[cH:104][cH:105][cH:106][cH:107][cH:108]2)[c:109]2[cH:110][cH:111][cH:112][cH:113][cH:114]2)[cH:115][cH:116][cH:117][cH:118][cH:119]1.[c:44]1([P:45]([c:46]2[cH:47][cH:48][cH:49][cH:50][cH:51]2)[c:52]2[cH:53][cH:54][cH:55][cH:56][cH:57]2)[cH:58][cH:59][cH:60][cH:61][cH:62]1.[c:63]1([P:64]([c:65]2[cH:66][cH:67][cH:68][cH:69][cH:70]2)[c:71]2[cH:72][cH:73][cH:74][cH:75][cH:76]2)[cH:77][cH:78][cH:79][cH:80][cH:81]1.[c:82]1([P:83]([c:84]2[cH:85][cH:86][cH:87][cH:88][cH:89]2)[c:90]2[cH:91][cH:92][cH:93][cH:94][cH:95]2)[cH:96][cH:97][cH:98][cH:99][cH:100]1>>[CH2:1]([c:2]1[cH:3][cH:4][cH:5][cH:6][cH:7]1)[O:8][C:9](=[O:10])[N:11]1[CH:12]([c:16]2[n:17][c:18]3[n:19]([cH:20][cH:21][cH:22][c:23]3-[c:29]3[c:28]([O:27][CH3:26])[cH:33][cH:32][cH:31][cH:30]3)[cH:25]2)[CH2:13][CH2:14][CH2:15]1. Reactants: [Al+3], [H-], [H-], [H-], [H-], [Li+], [Na+], [Na+], C1CCOC1, O, O, O, O, O, O, O, O, O, O, O=S(=O)([O-])[O-], CCOC(=O)c1cnn2ccc3c(c12)CCO3. Yields the product OCc1cnn2ccc3c(c12)CCO3. As a reaction SMILES: [Al+3:2].[H-:1].[H-:4].[H-:5].[H-:6].[Li+:3].[Na+:39].[Na+:40].[O:41]1[CH2:42][CH2:43][CH2:44][CH2:45]1.[OH2:24].[OH2:25].[OH2:26].[OH2:27].[OH2:28].[OH2:29].[OH2:30].[OH2:31].[OH2:32].[OH2:33].[S:34]([O-:35])([O-:36])(=[O:37])=[O:38].[c:7]1([C:19](=[O:20])[O:21][CH2:22][CH3:23])[cH:8][n:9][n:10]2[c:11]1[c:12]1[c:13]([cH:14][cH:15]2)[O:16][CH2:17][CH2:18]1>>[c:7]1([CH2:19][OH:20])[cH:8][n:9][n:10]2[c:11]1[c:12]1[c:13]([cH:14][cH:15]2)[O:16][CH2:17][CH2:18]1. Starting materials: CN(C)CCn1cc(-c2ccc(Br)cc2)c(OCc2ccccc2)n1, CCOC(C)=O, Cc1ccccc1, [K+], [K+], [K+], O, OB(O)c1ccc(F)cc1, O=P([O-])([O-])[O-]. Product: CN(C)CCn1cc(-c2ccc(-c3ccc(F)cc3)cc2)c(OCc2ccccc2)n1. As a reaction SMILES: [CH2:19]([c:20]1[cH:21][cH:22][cH:23][cH:24][cH:25]1)[O:26][c:27]1[n:28][n:29]([CH2:39][CH2:40][N:41]([CH3:42])[CH3:43])[cH:30][c:31]1-[c:32]1[cH:33][cH:34][c:35]([Br:38])[cH:36][cH:37]1.[CH3:44][CH2:45][O:46][C:47](=[O:48])[CH3:49].[CH3:50][c:51]1[cH:52][cH:53][cH:54][cH:55][cH:56]1.[K+:16].[K+:17].[K+:18].[OH2:57].[OH:1][B:2]([OH:3])[c:4]1[cH:5][cH:6][c:7]([F:8])[cH:9][cH:10]1.[P:11]([O-:12])([O-:13])([O-:14])=[O:15]>>[c:4]1(-[c:35]2[cH:34][cH:33][c:32](-[c:31]3[c:27]([O:26][CH2:19][c:20]4[cH:21][cH:22][cH:23][cH:24][cH:25]4)[n:28][n:29]([CH2:39][CH2:40][N:41]([CH3:42])[CH3:43])[cH:30]3)[cH:37][cH:36]2)[cH:5][cH:6][c:7]([F:8])[cH:9][cH:10]1. The reactants are Cl.N1=CN=C2N=CNC2=C1N (adenine hydrochloride salt), C([O-])([O-])=O.[K+].[K+] (potassium carbonate). Solvent: CO (methanol). Conditions: time 0.5 hour. The product is N1=CN=C2N=CNC2=C1N (adenine). Yield: 90.0%. As a reaction SMILES: Cl.[N:2]1[C:10]([NH2:11])=[C:9]2[C:5]([N:6]=[CH:7][NH:8]2)=[N:4][CH:3]=1.C(=O)([O-])[O-].[K+].[K+]>CO>[N:2]1[C:10]([NH2:11])=[C:9]2[C:5]([N:6]=[CH:7][NH:8]2)=[N:4][CH:3]=1 |f:0.1,2.3.4|. Reported procedure: A suspension of N6 -(1-tetralyl) adenine hydrochloride salt (3.018 g, 10 mM) and potassium carbonate (2.764 g, 20 mM) in methanol (60 ml) is stirred at ambient temperature for 0.5 h. The mixture is filtered and the filtrate evaporated under vacuum. The residue is purified by column chromatography using a 93:7 mixture of dichloromethane/methanol as eluant to give pure title compound in 90% yield. Reactants: ClC=1C=C(C=CC1Cl)[C@@H]1CN(CC[C@H]1N(C(=O)C1=NC=C(C=C1)C(F)(F)F)C)C(=O)C=1NC=2C(CCCC2C1)=O (N-{(3R,4R)-3-(3,4-dichlorophenyl)-1-[(7-oxo-4,5,6,7-tetrahydro-1H-indol-2-yl)carbonyl]piperidin-4-yl}-N-methyl-5-(trifluoromethyl)pyridine-2-carboxamide), [H-].[Na+] (sodium hydride), O (water), CI (Methyl iodide). Run in CN(C)C=O (DMF). Conditions: time 10 minute. Yields the product ClC=1C=C(C=CC1Cl)[C@@H]1CN(CC[C@H]1N(C(=O)C1=NC=C(C=C1)C(F)(F)F)C)C(=O)C=1N(C=2C(CCCC2C1)=O)C (N-{(3R,4R)-3-(3,4-dichlorophenyl)-1-[(1-methyl-7-oxo-4,5,6,7-tetrahydro-1H-indol-2-yl)carbonyl]piperidin-4-yl}-N-methyl-5-(trifluoromethyl)pyridine-2-carboxamide). Yield: 33.0%. Reaction SMILES: [Cl:1][C:2]1[CH:3]=[C:4]([C@H:9]2[C@H:14]([N:15]([CH3:28])[C:16]([C:18]3[CH:23]=[CH:22][C:21]([C:24]([F:27])([F:26])[F:25])=[CH:20][N:19]=3)=[O:17])[CH2:13][CH2:12][N:11]([C:29]([C:31]3[NH:32][C:33]4[C:34](=[O:40])[CH2:35][CH2:36][CH2:37][C:38]=4[CH:39]=3)=[O:30])[CH2:10]2)[CH:5]=[CH:6][C:7]=1[Cl:8].[H-].[Na+].[CH3:43]I.O>CN(C=O)C>[Cl:1][C:2]1[CH:3]=[C:4]([C@H:9]2[C@H:14]([N:15]([CH3:28])[C:16]([C:18]3[CH:23]=[CH:22][C:21]([C:24]([F:26])([F:25])[F:27])=[CH:20][N:19]=3)=[O:17])[CH2:13][CH2:12][N:11]([C:29]([C:31]3[N:32]([CH3:43])[C:33]4[C:34](=[O:40])[CH2:35][CH2:36][CH2:37][C:38]=4[CH:39]=3)=[O:30])[CH2:10]2)[CH:5]=[CH:6][C:7]=1[Cl:8] |f:1.2|. Procedure: To a solution of the compound (0.060 g) obtained in Example 642 in DMF (1 mL) was added sodium hydride (0.005 g) and the mixture was stirred for 10 min. Methyl iodide (0.020 mL) was added at 0° C. and the mixture was stirred at room temperature. To the reaction mixture was added water, and the resultant product was extracted with ethyl acetate. The organic layer was washed with brine and dried, and the solvent was evaporated under reduced pressure. The obtained residue was purified by silica gel...